From a dataset of the Open Reaction Database (ORD), a public repository of structured organic reaction records. describe an organic reaction: reactants, conditions, products, and yield Reactants: N1(CCCCC1)S(=O)(=O)C=1C=C(C(=O)O)C=CC1 (3-(piperidin-1-ylsulfonyl)benzoic acid), [C@@H]1(CCCC2=CC=CC=C12)N ((S)-(+)-1,2,3,4-tetrahydro-1-naphthylamine). Yields the product N1(CCCCC1)S(=O)(=O)C=1C=C(C(=O)N[C@H]2CCCC3=CC=CC=C23)C=CC1 (3-(Piperidin-1-ylsulfonyl)-N-[(1S)-1,2,3,4-tetrahydronaphthalen-1-yl]benzamide). As a reaction SMILES: [N:1]1([S:7]([C:10]2[CH:11]=[C:12]([CH:16]=[CH:17][CH:18]=2)[C:13]([OH:15])=O)(=[O:9])=[O:8])[CH2:6][CH2:5][CH2:4][CH2:3][CH2:2]1.[C@@H:19]1([NH2:29])[C:28]2[C:23](=[CH:24][CH:25]=[CH:26][CH:27]=2)[CH2:22][CH2:21][CH2:20]1>>[N:1]1([S:7]([C:10]2[CH:11]=[C:12]([CH:16]=[CH:17][CH:18]=2)[C:13]([NH:29][C@@H:19]2[C:28]3[C:23](=[CH:24][CH:25]=[CH:26][CH:27]=3)[CH2:22][CH2:21][CH2:20]2)=[O:15])(=[O:8])=[O:9])[CH2:2][CH2:3][CH2:4][CH2:5][CH2:6]1. Procedure: The entitled compound was produced according to the method of Example 73 but using 3-(piperidin-1-ylsulfonyl)benzoic acid and (S)-(+)-1,2,3,4-tetrahydro-1-naphthylamine as the starting materials. Reactants: ClC1=C(C=CC(=C1)F)[C@@H]1CC=CC[C@H]1[N+](=O)[O-] (trans-2-chloro-4-fluoro-1-(6-nitrocyclohex-3-en-1-yl)benzene), C(=O)(O)[O-].[Na+] (NaHCO3). The reagents and catalysts are [Zn] (Zn). The solvent is Cl (HCl), CO (methanol). Product: ClC1=C(C=CC(=C1)F)[C@@H]1CC=CC[C@H]1N (trans-6-(2-chloro-4-fluorophenyl)cyclohex-3-en-1-amine). As a reaction SMILES: [Cl:1][C:2]1[CH:7]=[C:6]([F:8])[CH:5]=[CH:4][C:3]=1[C@H:9]1[C@H:14]([N+:15]([O-])=O)[CH2:13][CH:12]=[CH:11][CH2:10]1.C([O-])(O)=O.[Na+]>Cl.CO.[Zn]>[Cl:1][C:2]1[CH:7]=[C:6]([F:8])[CH:5]=[CH:4][C:3]=1[C@H:9]1[C@H:14]([NH2:15])[CH2:13][CH:12]=[CH:11][CH2:10]1 |f:1.2|. Procedure: To a solution of Example 3A (100 mg, 0.039 mmol) in 2 mL of 1:1 aqueous concentrated HCl in methanol at 0° C., Zn dust (32 mg, 0.5 mmol) was added in several portions. The solution was allowed to warm to room temperature over three hours, after which the solution was carefully basified with saturated NaHCO3. The mixture was extracted with ethyl acetate, concentrated, taken up in dichloromethane, and filtered through Celite. Concentration of the filtrate gave the title compound. 1H NMR (300 MHz, ... Reactants: C(C)(=O)NN (acetohydrazide), [B-](F)(F)(F)F.CCOC(=O)C(=NOC(=[N+](C)C)N(C)C)C#N (TOTU), C(C)(C)N(C(C)C)CC (N,N-diisopropylethylamine), O=C1NC2=CC=C(C=C2C(N1CCC)=O)C(=O)C1=NC(=C2N1C=CC=C2)C=2C=C(C(=O)O)C=CC2 (3-{3-[(2,4-dioxo-3-propyl-1,2,3,4-tetrahydroquinazolin-6-yl)carbonyl]imidazo[1,5-a]pyridin-1-yl}benzoic acid). The solvent is CN(C)C=O (DMF). Reaction conditions: temperature 0 celsius, time 1 hour. The product is C(C)(=O)NNC(C1=CC(=CC=C1)C=1N=C(N2C1C=CC=C2)C(=O)C=2C=C1C(N(C(NC1=CC2)=O)CCC)=O)=O (N′-Acetyl-3-{3-[(2,4-dioxo-3-propyl-1,2,3,4-tetrahydroquinazolin-6-yl)carbonyl]imidazo[1,5-a]pyridin-1-yl}benzohydrazide). Isolated yield 42.9%. Reaction SMILES: [C:1]([NH:4][NH2:5])(=[O:3])[CH3:2].[B-](F)(F)(F)F.CCOC(C(C#N)=NOC(N(C)C)=[N+](C)C)=O.C(N(CC)C(C)C)(C)C.[O:37]=[C:38]1[N:47]([CH2:48][CH2:49][CH3:50])[C:46](=[O:51])[C:45]2[C:40](=[CH:41][CH:42]=[C:43]([C:52]([C:54]3[N:58]4[CH:59]=[CH:60][CH:61]=[CH:62][C:57]4=[C:56]([C:63]4[CH:64]=[C:65]([CH:69]=[CH:70][CH:71]=4)[C:66](O)=[O:67])[N:55]=3)=[O:53])[CH:44]=2)[NH:39]1>CN(C=O)C>[C:1]([NH:4][NH:5][C:66](=[O:67])[C:65]1[CH:69]=[CH:70][CH:71]=[C:63]([C:56]2[N:55]=[C:54]([C:52]([C:43]3[CH:44]=[C:45]4[C:40](=[CH:41][CH:42]=3)[NH:39][C:38](=[O:37])[N:47]([CH2:48][CH2:49][CH3:50])[C:46]4=[O:51])=[O:53])[N:58]3[CH:59]=[CH:60][CH:61]=[CH:62][C:57]=23)[CH:64]=1)(=[O:3])[CH3:2] |f:1.2|. Reported procedure: 29.6 mg (0.4 mmol) of acetohydrazide, 98.4 mg (0.3 mmol) of TOTU and 0.104 ml (0.6 mmol) of N,N-diisopropylethylamine are added, under an inert atmosphere, at 0° C., to 93.7 mg (0.2 mmol) of 3-{3-[(2,4-dioxo-3-propyl-1,2,3,4-tetrahydroquinazolin-6-yl)carbonyl]imidazo[1,5-a]pyridin-1-yl}benzoic acid in 6 ml of DMF. The reaction medium is stirred for 1 hour at 0° C. and then for 6 hours at 50° C. and then concentrated under reduced pressure. The residue is taken up in 10 ml of methanol. The precip...